This data is from the Open Reaction Database (ORD), a public repository of structured organic reaction records. The task is: describe an organic reaction: reactants, conditions, products, and yield Reactants: CO, O=C1C(O)SCN1c1ccc(Cl)c(Cl)c1, [O-][I+3]([O-])([O-])[O-], [Na+], O. Yields the product O=C1C(O)OCN1c1ccc(Cl)c(Cl)c1. Reaction SMILES: [CH3:22][OH:23].[Cl:1][c:2]1[cH:3][c:4]([N:9]2[CH2:10][S:11][CH:12]([OH:15])[C:13]2=[O:14])[cH:5][cH:6][c:7]1[Cl:8].[I+3:16]([O-:17])([O-:18])([O-:19])[O-:20].[Na+:21].[OH2:24]>>[Cl:1][c:2]1[cH:3][c:4]([N:9]2[CH2:10][O:17][CH:12]([OH:15])[C:13]2=[O:14])[cH:5][cH:6][c:7]1[Cl:8]. The reactants are CCCC[N+](CCCC)(CCCC)CCCC, C1CCOC1, CCOP(=O)(CS(=O)(=O)c1cc(C)c(O[Si](C(C)C)(C(C)C)C(C)C)c(C)c1)OCC, [F-]. The product is CCOP(=O)(CS(=O)(=O)c1cc(C)c(O)c(C)c1)OCC. As a reaction SMILES: [CH2:33]([N+:34]([CH2:35][CH2:36][CH2:37][CH3:38])([CH2:39][CH2:40][CH2:41][CH3:42])[CH2:43][CH2:44][CH2:45][CH3:46])[CH2:47][CH2:48][CH3:49].[CH2:50]1[O:51][CH2:52][CH2:53][CH2:54]1.[CH3:1][c:2]1[cH:3][c:4]([S:20](=[O:21])(=[O:22])[CH2:23][P:24]([O:25][CH2:26][CH3:27])([O:28][CH2:29][CH3:30])=[O:31])[cH:5][c:6]([CH3:19])[c:7]1[O:8][Si:9]([CH:10]([CH3:11])[CH3:12])([CH:13]([CH3:14])[CH3:15])[CH:16]([CH3:17])[CH3:18].[F-:32]>>[CH3:1][c:2]1[cH:3][c:4]([S:20](=[O:21])(=[O:22])[CH2:23][P:24]([O:25][CH2:26][CH3:27])([O:28][CH2:29][CH3:30])=[O:31])[cH:5][c:6]([CH3:19])[c:7]1[OH:8].